The task is: describe an organic reaction: reactants, conditions, products, and yield. This data is from the Open Reaction Database (ORD), a public repository of structured organic reaction records. Reactants: C1CCOC1, CO, Cl, [Na+], COC(=O)C1Cc2ccccc2NC1=O, [OH-]. The product is O=C(O)C1Cc2ccccc2NC1=O. As a reaction SMILES: [CH2:19]1[O:20][CH2:21][CH2:22][CH2:23]1.[CH3:24][OH:25].[ClH:18].[Na+:2].[O:3]=[C:4]1[NH:5][c:6]2[cH:7][cH:8][cH:9][cH:10][c:11]2[CH2:12][CH:13]1[C:14](=[O:15])[O:16][CH3:17].[OH-:1]>>[O:3]=[C:4]1[NH:5][c:6]2[cH:7][cH:8][cH:9][cH:10][c:11]2[CH2:12][CH:13]1[C:14](=[O:15])[OH:16]. Procedure: Cis(±)tert-butyl 4-{[(3,4-dichloro-5-methyl-1H-pyrrol-2-yl)carbonyl]amino}-3-(methoxymethyl)piperidine-1-carboxylate (Intermediate 73; 192 mg, 0.45 mmol) was dissolved in 4N HCl in dioxane (10 ml) and 10 ml of MeOH. The mixture was stirred at room temperature for 3 h, concentrated to dryness and azeotroped with MeOH to remove excess HCl (5×20 ml) to yield the title compound which was used without purification. (crude mixture 195 mg). MS (ES)(MH+): 320 for C13H19Cl2N3O2. The reactants are ClC1=C(NC(=C1Cl)C)C(=O)N[C@@H]1[C@@H](CN(CC1)C(=O)OC(C)(C)C)COC (Cis(±)tert-butyl 4-{[(3,4-dichloro-5-methyl-1H-pyrrol-2-yl)carbonyl]amino}-3-(methoxymethyl)piperidine-1-carboxylate), ClC1=C(NC(=C1Cl)C)C(=O)N[C@@H]1[C@@H](CN(CC1)C(=O)OC(C)(C)C)COC (Cis(±)tert-butyl 4-{[(3,4-dichloro-5-methyl-1H-pyrrol-2-yl)carbonyl]amino}-3-(methoxymethyl)piperidine-1-carboxylate). Run in Cl (HCl), O1CCOCC1 (dioxane), CO (MeOH). Reaction conditions: time 3 hour. As a reaction SMILES: [Cl:1][C:2]1[C:6]([Cl:7])=[C:5]([CH3:8])[NH:4][C:3]=1[C:9]([NH:11][C@H:12]1[CH2:17][CH2:16][N:15](C(OC(C)(C)C)=O)[CH2:14][C@H:13]1[CH2:25][O:26][CH3:27])=[O:10]>Cl.O1CCOCC1.CO>[ClH:1].[Cl:1][C:2]1[C:6]([Cl:7])=[C:5]([CH3:8])[NH:4][C:3]=1[C:9]([NH:11][C@H:12]1[CH2:17][CH2:16][NH:15][CH2:14][C@H:13]1[CH2:25][O:26][CH3:27])=[O:10] |f:4.5|. Product: Cl.ClC1=C(NC(=C1Cl)C)C(=O)N[C@@H]1[C@@H](CNCC1)COC (Cis(±)3,4-dichloro-N-[3-(methoxymethyl)piperidin-4-yl]-5-methyl-1H-pyrrole-2-carboxamide hydrochloride). The reactants are ClC1=CC=C(C=C1)C1=NCC2=C(C3=C1C(=NC=C3)F)C(=NO2)C (6-(4-chlorophenyl)-7-fluoro-1-methyl-4H-isoxazolo[4,5-e]pyrido[3,4-c]azepine), [H-].[Na+] (sodium hydride), CO (MeOH). Run at time 15 minute. Product: ClC1=CC=C(C=C1)C=1C2=C(C3=C(CN1)ON=C3C)C=CN=C2OC (6-(4-chlorophenyl)-7-methoxy-1-methyl-4H-isoxazolo[5,4-c]pyrido[4,3-e]azepine). RXN SMILES: [Cl:1][C:2]1[CH:7]=[CH:6][C:5]([C:8]2[C:14]3[C:15](F)=[N:16][CH:17]=[CH:18][C:13]=3[C:12]3[C:20]([CH3:23])=[N:21][O:22][C:11]=3[CH2:10][N:9]=2)=[CH:4][CH:3]=1.[H-].[Na+].[CH3:26][OH:27]>>[Cl:1][C:2]1[CH:7]=[CH:6][C:5]([C:8]2[C:14]3[C:15]([O:27][CH3:26])=[N:16][CH:17]=[CH:18][C:13]=3[C:12]3[C:20]([CH3:23])=[N:21][O:22][C:11]=3[CH2:10][N:9]=2)=[CH:4][CH:3]=1 |f:1.2|. Reported procedure: To a solution of 6-(4-chlorophenyl)-7-fluoro-1-methyl-4H-isoxazolo[4,5-e]pyrido[3,4-c]azepine (0.030 g, 0.092 mmol) in MeOH (2 mL) was added sodium hydride (60% dispersed in mineral oil) (0.037 g, 0.915 mmol) at room temperature. The reaction was stirred at room temperature for 15 min (or until the gas evolution stopped) before it was heated to 80° C. for 75 min in a sealed vial. The reaction was then concentrated to dryness under vacuum, and the residue was purified by flash chromatography (hex... The reactants are N#CCBr, Cn1c2c(c3cc(-c4ccc(O)cc4)ccc31)CCCC2, CC(C)=O, [K+], [K+], O=C([O-])[O-]. Yields the product Cn1c2c(c3cc(-c4ccc(OCC#N)cc4)ccc31)CCCC2. As a reaction SMILES: [Br:28][CH2:29][C:30]#[N:31].[CH3:1][n:2]1[c:3]2[c:8]([c:9]3[cH:10][c:11](-[c:15]4[cH:16][cH:17][c:18]([OH:21])[cH:19][cH:20]4)[cH:12][cH:13][c:14]13)[CH2:7][CH2:6][CH2:5][CH2:4]2.[CH3:32][C:33](=[O:34])[CH3:35].[K+:22].[K+:23].[O-:24][C:25]([O-:26])=[O:27]>>[CH3:1][n:2]1[c:3]2[c:8]([c:9]3[cH:10][c:11](-[c:15]4[cH:16][cH:17][c:18]([O:21][CH2:29][C:30]#[N:31])[cH:19][cH:20]4)[cH:12][cH:13][c:14]13)[CH2:7][CH2:6][CH2:5][CH2:4]2. Reactants: ClC(C=1C=C2C=CC=NC2=CC1)C1=CC=C(C=C1)Cl (6-[chloro(4-chlorophenyl)methyl]quinoline), N1N=CN=C1 (1H-1,2,4-triazole), C([O-])([O-])=O.[K+].[K+] (potassium carbonate). Run in C(C)#N (acetonitrile). Run at time 8 hour. Yields the product O.ClC1=CC=C(C=C1)C(C=1C=C2C=CC=NC2=CC1)N1C=NN=C1.ClC1=CC=C(C=C1)C(N1C=NN=C1)C=1C=C2C=CC=NC2=CC1 (6-[(4-chlorophenyl)(4H-1,2,4-triazol-4-yl)-methyl]quinoline hemihydrate). Isolated yield 49.2%. RXN SMILES: Cl[CH:2]([C:13]1[CH:18]=[CH:17][C:16]([Cl:19])=[CH:15][CH:14]=1)[C:3]1[CH:4]=[C:5]2[C:10](=[CH:11][CH:12]=1)[N:9]=[CH:8][CH:7]=[CH:6]2.[NH:20]1[CH:24]=[N:23][CH:22]=[N:21]1.C(=O)([O-])[O-:26].[K+].[K+]>C(#N)C>[OH2:26].[Cl:19][C:16]1[CH:17]=[CH:18][C:13]([CH:2]([N:23]2[CH:22]=[N:21][N:20]=[CH:24]2)[C:3]2[CH:4]=[C:5]3[C:10](=[CH:11][CH:12]=2)[N:9]=[CH:8][CH:7]=[CH:6]3)=[CH:14][CH:15]=1.[Cl:19][C:16]1[CH:17]=[CH:18][C:13]([CH:2]([C:3]2[CH:4]=[C:5]3[C:10](=[CH:11][CH:12]=2)[N:9]=[CH:8][CH:7]=[CH:6]3)[N:23]2[CH:22]=[N:21][N:20]=[CH:24]2)=[CH:14][CH:15]=1 |f:2.3.4,6.7.8|. Reported procedure: A mixture of 5.34 parts of 6-[chloro(4-chlorophenyl)methyl]quinoline, 6.4 parts of 1H-1,2,4-triazole, 1:26 parts of potassium carbonate and 79 parts of acetonitrile was stirred for 8 hours at reflux temperature. After evaporation to dry, the residue was taken up in water and was further purified according to similar procedures as described in example 12, yielding 3 parts (49.2%) of 6-[(4-chlorophenyl)(4H-1,2,4-triazol-4-yl)-methyl]quinoline hemihydrate; mp. 87.8° C. (compound 45). The reactants are C(=O)C1=NC=C(C=C1)CO (2-Formyl-5-hydroxymethylpyridine), OO (H2O2). The solvent is O (H2O). The product is C(=O)(O)C1=NC=C(C=C1)CO (2-Carboxy-5-hydroxymethylpyridine). Isolated yield 97.0%. As a reaction SMILES: [CH:1]([C:3]1[CH:8]=[CH:7][C:6]([CH2:9][OH:10])=[CH:5][N:4]=1)=[O:2].[OH:11]O>O>[C:1]([C:3]1[CH:8]=[CH:7][C:6]([CH2:9][OH:10])=[CH:5][N:4]=1)([OH:11])=[O:2]. Procedure details: 2-Formyl-5-hydroxymethylpyridine (5.7 g, 0.042 mol) was dissolved in 40 mL of H2O and treated with 10 mL of aqueous 30% H2O2 at room temperature for 16 h. The mixture was concentrated to about 20 mL and cooled, and the precipitated acid was collected by filtration. 2-Carboxy-5-hydroxymethylpyridine was obtained in 97% yield (6.1 g). A portion was recrystallized from H2O to obtain an analytical sample. These white crystals sublimed at about 220° C., IR (mull) 3200, 1670, 1600, 1380, 1070, 870, 85... Reactants: ClC=1OC(=C(N1)C)C1=C(C=C(C=C1)C(F)(F)F)F (2-chloro-5-[2-fluoro-4-(trifluoromethyl)phenyl]-4-methyl-1,3-oxazole), Example 1A, C(C)#N (acetonitrile). Product: FC1=C(C=CC(=C1)C(F)(F)F)C1=C(N=C(O1)NC=1C=CC=C2CCC(CC12)O)C (8-({5-[2-fluoro-4-(trifluoromethyl)phenyl]-4-methyl-1,3-oxazol-2-yl}amino)-1,2,3,4-tetrahydronaphthalen-2-ol). The yield is 14.0%. Reaction SMILES: Cl[C:2]1[O:3][C:4]([C:8]2[CH:13]=[CH:12][C:11]([C:14]([F:17])([F:16])[F:15])=[CH:10][C:9]=2[F:18])=[C:5]([CH3:7])[N:6]=1.[C:19](#[N:21])[CH3:20]>>[F:18][C:9]1[CH:10]=[C:11]([C:14]([F:17])([F:16])[F:15])[CH:12]=[CH:13][C:8]=1[C:4]1[O:3][C:2]([NH:21][C:19]2[CH:13]=[CH:12][CH:11]=[C:10]3[C:20]=2[CH2:5][CH:4]([OH:3])[CH2:8][CH2:9]3)=[N:6][C:5]=1[CH3:7]. Procedure: A mixture of Example 5D (1.32 g, 4.72 mmol) and Example 1A (1.31 g, 4.72 mmol) in acetonitrile (16 mL) was heated at 150° C. in a microwave reactor for 20 minutes. The solution was cooled and concentrated, and the crude material was chromatographed on silica gel (1 to 20% methanol-CH2Cl2 eluant). The resulting crude product was further purified by trituration with 1:1 hexane-ether, which yielded 0.278 g (14% yield) of the title compound as an off-white solid. 1H NMR (300 MHz, DMSO-d6) δ 9.23 (s,... The reactants are COC1=CC=C(CN(C2=NC=C(C=N2)C=2C3=C(N=C(N2)N2CCOCC2)NCC3)CC3=CC=C(C=C3)OC)C=C1 (bis-(4-methoxy-benzyl)-[5-(2-morpholin-4-yl-6,7-dihydro-5H-pyrrolo[2,3-d]pyrimidin-4-yl)-pyrimidin-2-yl]-amine), C(C=C)OC(=O)N1CCC2=C1N=C(N=C2C=2C=NC(=NC2)N(CC2=CC=C(C=C2)OC)CC2=CC=C(C=C2)OC)N2CCOCC2 (4-{2-[bis-(4-methoxy-benzyl)-amino]-pyrimidin-5-yl}-2-morpholin-4-yl-5,6-dihydro-pyrrolo[2,3-d]pyrimidine-7-carboxylic acid allyl ester), ClC(=O)OCC=C (allyl chloroformate), crude product. The product is C(C=C)OC(=O)N1CCC2=C1N=C(N=C2C=2C=NC(=NC2)N)N2CCOCC2 (4-(2-Amino-pyrimidin-5-yl)-2-morpholin-4-yl-5,6-dihydro-pyrrolo[2,3-d]pyrimidine-7-carboxylic acid allyl ester). The yield is 92.0%. As a reaction SMILES: COC1C=CC(CN(CC2C=CC(OC)=CC=2)C2N=CC(C3C4CCNC=4N=C(N4CCOCC4)N=3)=CN=2)=CC=1.ClC(OCC=C)=O.[CH2:48]([O:51][C:52]([N:54]1[C:58]2[N:59]=[C:60]([N:88]3[CH2:93][CH2:92][O:91][CH2:90][CH2:89]3)[N:61]=[C:62]([C:63]3[CH:64]=[N:65][C:66]([N:69](CC4C=CC(OC)=CC=4)CC4C=CC(OC)=CC=4)=[N:67][CH:68]=3)[C:57]=2[CH2:56][CH2:55]1)=[O:53])[CH:49]=[CH2:50]>>[CH2:48]([O:51][C:52]([N:54]1[C:58]2[N:59]=[C:60]([N:88]3[CH2:89][CH2:90][O:91][CH2:92][CH2:93]3)[N:61]=[C:62]([C:63]3[CH:64]=[N:65][C:66]([NH2:69])=[N:67][CH:68]=3)[C:57]=2[CH2:56][CH2:55]1)=[O:53])[CH:49]=[CH2:50]. Procedure details: Using bis-(4-methoxy-benzyl)-[5-(2-morpholin-4-yl-6,7-dihydro-5H-pyrrolo[2,3-d]pyrimidin-4-yl)-pyrimidin-2-yl]-amine (41.4 mg, 0.0769 mmol) and allyl chloroformate (17 μl, 0.160 mmol) instead of acetic anhydride, in the same manner as Example 1-D-01, a crude product of 4-{2-[bis-(4-methoxy-benzyl)-amino]-pyrimidin-5-yl}-2-morpholin-4-yl-5,6-dihydro-pyrrolo[2,3-d]pyrimidine-7-carboxylic acid allyl ester was obtained, and deprotection was further carried out according to the above deprotection rea...